This data is from the Open Reaction Database (ORD), a public repository of structured organic reaction records. The task is: describe an organic reaction: reactants, conditions, products, and yield Reactants: O=C([O-])O, COc1ccc(CNc2ccc(C#N)cc2[N+](=O)[O-])c(OC)c1, CO, CCOC(C)=O, [Cl-], [Na+], [Na+], O. Product: COc1ccc(CNc2ccc(C#N)cc2N)c(OC)c1. Reaction SMILES: [C:24](=[O:25])([OH:26])[O-:27].[CH3:1][O:2][c:3]1[c:4]([CH2:5][NH:6][c:7]2[c:8]([N+:15]([O-:16])=[O:17])[cH:9][c:10]([C:11]#[N:12])[cH:13][cH:14]2)[cH:18][cH:19][c:20]([O:22][CH3:23])[cH:21]1.[CH3:29][OH:30].[CH3:34][CH2:35][O:36][C:37]([CH3:38])=[O:39].[Cl-:31].[Na+:28].[Na+:32].[OH2:33]>>[CH3:1][O:2][c:3]1[c:4]([CH2:5][NH:6][c:7]2[c:8]([NH2:15])[cH:9][c:10]([C:11]#[N:12])[cH:13][cH:14]2)[cH:18][cH:19][c:20]([O:22][CH3:23])[cH:21]1.